describe an organic reaction: reactants, conditions, products, and yield From a dataset of the Open Reaction Database (ORD), a public repository of structured organic reaction records. Starting materials: CC(C)(C)OC(=O)N1C(c2ccc(NC(=O)Nc3ccc(Cl)cc3)cc2)COC1(C)C, C1CCOC1, CC#N, CCOC(C)=O, O, O=C(O)C(F)(F)F. Yields the product NC(CO)c1ccc(NC(=O)Nc2ccc(Cl)cc2)cc1. As a reaction SMILES: [C:1]([O:2][C:3](=[O:7])[N:8]1[C:4]([CH3:5])([CH3:6])[O:10][CH2:11][CH:12]1[c:13]1[cH:14][cH:15][c:16]([NH:19][C:20](=[O:21])[NH:22][c:23]2[cH:24][cH:25][c:26]([Cl:29])[cH:27][cH:28]2)[cH:17][cH:18]1)([CH3:9])([CH3:30])[CH3:31].[CH2:49]1[O:50][CH2:51][CH2:52][CH2:53]1.[CH3:40][C:41]#[N:42].[CH3:43][CH2:44][O:45][C:46](=[O:47])[CH3:48].[OH2:32].[OH:33][C:34]([C:35]([F:36])([F:37])[F:38])=[O:39]>>[NH2:8][CH:12]([CH2:11][OH:10])[c:13]1[cH:14][cH:15][c:16]([NH:19][C:20](=[O:21])[NH:22][c:23]2[cH:24][cH:25][c:26]([Cl:29])[cH:27][cH:28]2)[cH:17][cH:18]1. Starting materials: BrCC1=CC2=CC=CC=C2C=C1 (2-(bromomethyl)naphthalene), ClC=1N=CNC1Cl (4,5-dichloroimidazole), [OH-].[K+] (Potassium hydroxide), BrCC1=CC=C(OCC(=O)O)C=C1 (2-(4-(bromomethyl)phenoxy)acetic acid), Br (HBr). Solvent: C(C)#N (acetonitrile). Yields the product [Br-].C(=O)(O)COC1=CC=C(CN2C=[N+](C(=C2Cl)Cl)CC2=CC3=CC=CC=C3C=C2)C=C1 (1-(4-(carboxymethoxy)benzyl)-4,5-dichloro-3-(naphthalen-2-ylmethyl)-1H-imidazol-3-ium bromide). RXN SMILES: [Cl:1][C:2]1[N:3]=[CH:4][NH:5][C:6]=1[Cl:7].[OH-].[K+].[Br:10][CH2:11][C:12]1[CH:22]=[CH:21][C:15]([O:16][CH2:17][C:18]([OH:20])=[O:19])=[CH:14][CH:13]=1.Br[CH2:24][C:25]1[CH:34]=[CH:33][C:32]2[C:27](=[CH:28][CH:29]=[CH:30][CH:31]=2)[CH:26]=1.Br>C(#N)C>[Br-:10].[C:18]([CH2:17][O:16][C:15]1[CH:21]=[CH:22][C:12]([CH2:11][N:3]2[C:2]([Cl:1])=[C:6]([Cl:7])[N+:5]([CH2:24][C:25]3[CH:34]=[CH:33][C:32]4[C:27](=[CH:28][CH:29]=[CH:30][CH:31]=4)[CH:26]=3)=[CH:4]2)=[CH:13][CH:14]=1)([OH:20])=[O:19] |f:1.2,7.8|. Procedure: 4,5-dichloroimidazole (1.00 g, 7.36 mmol) was dissolved in acetonitrile. Potassium hydroxide (0.828 g, 14.72 mmol) was added to the solution and allowed to reflux for 30 min. 1 equivalent of 2-(4-(bromomethyl)phenoxy)acetic acid (1.80 g, 7.36 mmol) was added to the solution and refluxed for 5 h. Solution was filtered to remove the KBr precipitate and placed back onto reflux. An equivalent of 2-(bromomethyl)naphthalene (1.63 g, 7.36 mmol) was added to solution and refluxed for 2.5 h. The solution... Starting materials: FC1=CC=C(C=C1)C(CC)=O (4'-fluoropropiophenone), alcohol, Cl.CNC (dimethylamine hydrochloride), C=O (paraformaldehyde). The product is CN(CC(C(=O)C1=CC=C(C=C1)F)C)C (3-dimethylamino-4'-fluoro-2methylpropiophenone). RXN SMILES: [F:1][C:2]1[CH:7]=[CH:6][C:5]([C:8](=[O:11])[CH2:9][CH3:10])=[CH:4][CH:3]=1.Cl.[CH3:13][NH:14][CH3:15].[CH2:16]=O>>[CH3:13][N:14]([CH3:15])[CH2:10][CH:9]([CH3:16])[C:8]([C:5]1[CH:4]=[CH:3][C:2]([F:1])=[CH:7][CH:6]=1)=[O:11] |f:1.2|. Procedure details: A mixture of 15.2 g. (0.10 mole) of 4'-fluoropropiophenone, 8.2 g. (0.10 mole) of dimethylamine hydrochloride, 3.6 g. (0.12 mole) of paraformaldehyde in 20 ml. of absolute alcohol was stirred at 95°-100°C for three hours. The mixture is cooled and the precipitated product is filtered. The product is dissolved in water, made alkaline with sodium hydroxide. The free base is extracted into ether. The ether layer is dried over anhydrous sodium sulfate and concentrated in vacuo to give 3-dimethylamin... Reactants: COC(=O)c1ccc(Oc2ccc(CC(=O)OC(C)(C)C)cc2C#N)cc1, ClCCl, Cl, C1COCCO1. Product: CC(C)(C)OC(=O)Cc1ccc(Oc2ccc(C(=O)O)cc2)c(C#N)c1. RXN SMILES: [C:1]([CH3:2])([CH3:3])([CH3:4])[O:5][C:6]([CH2:7][c:8]1[cH:9][c:10]([C:25]#[N:26])[c:11]([O:12][c:13]2[cH:14][cH:15][c:16]([C:17](=[O:18])[O:19][CH3:20])[cH:21][cH:22]2)[cH:23][cH:24]1)=[O:27].[Cl:35][CH2:36][Cl:37].[ClH:34].[O:28]1[CH2:29][CH2:30][O:31][CH2:32][CH2:33]1>>[C:1]([CH3:2])([CH3:3])([CH3:4])[O:5][C:6]([CH2:7][c:8]1[cH:9][c:10]([C:25]#[N:26])[c:11]([O:12][c:13]2[cH:14][cH:15][c:16]([C:17](=[O:18])[OH:19])[cH:21][cH:22]2)[cH:23][cH:24]1)=[O:27]. The reactants are C(CC\C=C/CCCCC)C(C(CCC\C=C/CCCCC)O)CCC\C=C/CCCCC ((6Z,16Z)-12-((Z)-dec-4-enyl)docosa-6,16-dien-11-ol), BrCCCCCC(=O)O (6-bromohexanoic acid), CCN=C=NCCCN(C)C.Cl (EDCI hydrochloride), C(C)(C)N(CC)C(C)C (diisopropylethylamine). The reagents and catalysts are CN(C)C1=NC=CC=C1 (dimethylaminopyridine). The solvent is ClCCl (dichloromethane). Yields the product BrCCCCCC(=O)OC(CCC\C=C/CCCCC)C(CCC\C=C/CCCCC)CCC\C=C/CCCCC ((6Z,16Z)-12-((Z)-dec-4-enyl)docosa-6,16-dien-11-yl 6-bromohexanoate). The yield is 93.5%. Reaction SMILES: [CH2:1]([CH:11]([CH2:24][CH2:25][CH2:26]/[CH:27]=[CH:28]\[CH2:29][CH2:30][CH2:31][CH2:32][CH3:33])[CH:12]([OH:23])[CH2:13][CH2:14][CH2:15]/[CH:16]=[CH:17]\[CH2:18][CH2:19][CH2:20][CH2:21][CH3:22])[CH2:2][CH2:3]/[CH:4]=[CH:5]\[CH2:6][CH2:7][CH2:8][CH2:9][CH3:10].[Br:34][CH2:35][CH2:36][CH2:37][CH2:38][CH2:39][C:40](O)=[O:41].CCN=C=NCCCN(C)C.Cl.C(N(C(C)C)CC)(C)C>ClCCl.CN(C1C=CC=CN=1)C>[Br:34][CH2:35][CH2:36][CH2:37][CH2:38][CH2:39][C:40]([O:23][CH:12]([CH:11]([CH2:1][CH2:2][CH2:3]/[CH:4]=[CH:5]\[CH2:6][CH2:7][CH2:8][CH2:9][CH3:10])[CH2:24][CH2:25][CH2:26]/[CH:27]=[CH:28]\[CH2:29][CH2:30][CH2:31][CH2:32][CH3:33])[CH2:13][CH2:14][CH2:15]/[CH:16]=[CH:17]\[CH2:18][CH2:19][CH2:20][CH2:21][CH3:22])=[O:41] |f:2.3|. Procedure details: To a solution of (6Z,16Z)-12-((Z)-dec-4-enyl)docosa-6,16-dien-11-ol 8 (2.4 g, 5.2 mmol), 6-bromohexanoic acid (1.5 g, 7.8 mmol), EDCI hydrochloride (1.5 g, 7.8 mmol), diisopropylethylamine (2.0 g, 15.6 mmol) in anhydrous dichloromethane (25 mL) was added dimethylaminopyridine (15 mg). The solution was refluxed for 2 hours, cooled to room temperature and concentrated in vacuo to dryness. The reaction mixture was purified by column chromatography on silica gel 60 (2″ W×10″ L; eluted with 5% EtOAc/... Reactants: CC1=C(C=CC=C1C)N1CCC=2C(=NC=3C(=CC=CC3C21)OC(F)(F)F)Cl (1-(2,3-Dimethylphenyl)-4-chloro-6-trifluoromethoxy-2,3-dihydropyrrolo[3,2-c]quinoline). Solvent: C(O)CN (ethanolamine). Reaction conditions: temperature 190 celsius. Yields the product CC1=C(C=CC=C1C)N1CCC=2C(=NC=3C(=CC=CC3C21)OC(F)(F)F)NCCO (1-(2,3-dimethylphenyl)-4-[(2-hydroxyethyl)amino]-6-trifluoromethoxy-2,3-dihydropyrrolo[3,2-c]quinoline). Yield: 140.1%. RXN SMILES: [CH3:1][C:2]1[C:7]([CH3:8])=[CH:6][CH:5]=[CH:4][C:3]=1[N:9]1[C:21]2[C:20]3[CH:19]=[CH:18][CH:17]=[C:16]([O:22][C:23]([F:26])([F:25])[F:24])[C:15]=3[N:14]=[C:13](Cl)[C:12]=2[CH2:11][CH2:10]1>C(CN)O>[CH3:1][C:2]1[C:7]([CH3:8])=[CH:6][CH:5]=[CH:4][C:3]=1[N:9]1[C:21]2[C:20]3[CH:19]=[CH:18][CH:17]=[C:16]([O:22][C:23]([F:26])([F:25])[F:24])[C:15]=3[N:14]=[C:13]([NH:14][CH2:15][CH2:16][OH:22])[C:12]=2[CH2:11][CH2:10]1. Procedure: 1-(2,3-Dimethylphenyl)-4-chloro-6-trifluoromethoxy-2,3-dihydropyrrolo[3,2-c]quinoline(500 mg, 1.3 mmol) was dissolved in ethanolamine(6 ml) in the pressure tube, then refluxed at 190° C. for 3 hours. The solvent was removed by distillation under reduced pressure, then the concentrate was diluted in dichloromethane(20 ml), and washed with water(15 ml) for 3 times. The organic layer was dried over anhydrous magnesium sulfate, filtered, and concentrated under reduced pressure. The residue was purif... The reactants are C(=O)(O)CCCCC[N+]1=C(C(C2=CC(=CC=C12)S(=O)(=O)[O-])(CCCCS(=O)(=O)O)C)C (1-(5-carboxypentyl)-2,3-dimethyl-3-(4-sulphobutyl)-3H-indolium-5-sulphonate), 2-[(1E,3E)-4-Anilinobuta-1,3-dienyl]-1-ethyl-3-methyl-3-(4-sulphobutyl) 3H-indolium-5-sulphonate, C(C)(=O)OC(C)=O (acetic anhydride), C(C)(=O)O (acetic acid). Run in N1=CC=CC=C1 (pyridine). Reaction conditions: time 20 minute. Product: C(=O)(O)CCCCCN1\C(\C(C2=CC(=CC=C12)S(=O)(=O)O)(CCCCS(=O)(=O)O)C)=C\C=C\C=C\C1=[N+](C2=CC=C(C=C2C1(CCCCS(=O)(=O)O)C)S(=O)(=O)[O-])CC (2-{(1E,3E,5E)-5-[1-(5-Carboxypentyl)-3-methyl-5-sulpho-3-(4-sulphobutyl)-1,3-dihydro-2H-indol-2-ylidene]penta-1,3-dienyl}-1-ethyl-3-methyl-3-(4-sulphobutyl)-3H-indolium-5-sulphonate). As a reaction SMILES: [C:1](O)(=O)[CH3:2].C(O[C:9](=O)[CH3:10])(=O)C.[C:12]([CH2:15][CH2:16][CH2:17][CH2:18][CH2:19][N+:20]1[C:28]2[C:23](=[CH:24][C:25]([S:29]([O-:32])(=[O:31])=[O:30])=[CH:26][CH:27]=2)[C:22]([CH3:41])([CH2:33][CH2:34][CH2:35][CH2:36][S:37]([OH:40])(=[O:39])=[O:38])[C:21]=1[CH3:42])([OH:14])=[O:13]>N1C=CC=CC=1>[C:12]([CH2:15][CH2:16][CH2:17][CH2:18][CH2:19][N:20]1[C:28]2[C:23](=[CH:24][C:25]([S:29]([OH:32])(=[O:31])=[O:30])=[CH:26][CH:27]=2)[C:22]([CH3:41])([CH2:33][CH2:34][CH2:35][CH2:36][S:37]([OH:40])(=[O:38])=[O:39])/[C:21]/1=[CH:42]\[CH:15]=[CH:16]\[CH:17]=[CH:18]\[C:19]1[C:9]([CH3:10])([CH2:33][CH2:34][CH2:35][CH2:36][S:37]([OH:40])(=[O:39])=[O:38])[C:27]2[C:28](=[CH:23][CH:24]=[C:25]([S:29]([O-:32])(=[O:31])=[O:30])[CH:26]=2)[N+:20]=1[CH2:1][CH3:2])([OH:14])=[O:13]. Procedure: 2-[(1E,3E)-4-Anilinobuta-1,3-dienyl]-1-ethyl-3-methyl-3-(4-sulphobutyl) 3H-indolium-5-sulphonate (71 mg) was dissolved in a mixture of pyridine (45): acetic acid (45): acetic anhydride (10) (5 ml), at 90° C. To this solution was added crude 1-(5-carboxypentyl)-2,3-dimethyl-3-(4-sulphobutyl)-3H-indolium-5-sulphonate, portionwise at 20 minute intervals, until UV/Vis is analysis indicated complete conversion of half-dye components (λmax=524, 430 nm) to Cy5 dye product (λmax=653 nm). The solvent was... The reactants are [Al+3], CCOCC, CCOC(=O)C1CCC(F)(F)CC1, [H-], [H-], [H-], [H-], [Li+], [Na+], [Na+], [Na+], O=S(=O)([O-])[O-], [OH-], O. Product: OCC1CCC(F)(F)CC1. As a reaction SMILES: [Al+3:2].[CH3:29][CH2:30][O:31][CH2:32][CH3:33].[F:7][C:8]1([F:19])[CH2:9][CH2:10][CH:11]([C:14](=[O:15])[O:16][CH2:17][CH3:18])[CH2:12][CH2:13]1.[H-:1].[H-:4].[H-:5].[H-:6].[Li+:3].[Na+:21].[Na+:22].[Na+:23].[O-:24][S:25]([O-:26])(=[O:27])=[O:28].[OH-:20].[OH2:34]>>[F:7][C:8]1([F:19])[CH2:9][CH2:10][CH:11]([CH2:14][OH:15])[CH2:12][CH2:13]1.